From a dataset of the Open Reaction Database (ORD), a public repository of structured organic reaction records. describe an organic reaction: reactants, conditions, products, and yield Reactants: Cc1ccc(C(=O)O)cc1C, Cc1cccc(-c2sc(C)nc2C(=O)N2CC3CC3C2CN)c1. The product is Cc1cccc(-c2sc(C)nc2C(=O)N2CC3CC3C2CNC(=O)c2ccc(C)c(C)c2)c1. As a reaction SMILES: [CH3:24][c:25]1[cH:26][c:27]([C:28](=[O:29])[OH:30])[cH:31][cH:32][c:33]1[CH3:34].[NH2:1][CH2:2][CH:3]1[CH:4]2[CH2:5][CH:6]2[CH2:7][N:8]1[C:9](=[O:10])[c:11]1[n:12][c:13]([CH3:23])[s:14][c:15]1-[c:16]1[cH:17][c:18]([CH3:22])[cH:19][cH:20][cH:21]1>>[NH:1]([CH2:2][CH:3]1[CH:4]2[CH2:5][CH:6]2[CH2:7][N:8]1[C:9](=[O:10])[c:11]1[n:12][c:13]([CH3:23])[s:14][c:15]1-[c:16]1[cH:17][c:18]([CH3:22])[cH:19][cH:20][cH:21]1)[C:28]([c:27]1[cH:26][c:25]([CH3:24])[c:33]([CH3:34])[cH:32][cH:31]1)=[O:29].